Dataset: the Open Reaction Database (ORD), a public repository of structured organic reaction records. Task: describe an organic reaction: reactants, conditions, products, and yield The reactants are ClC1=NC=C(C=C1)CCl (2-chloro-5-(chloromethyl)pyridine), S1CNCC1 (thiazolidine), C([O-])([O-])=O.[K+].[K+] (potassium carbonate). Run in C(C)#N (acetonitrile). Reaction conditions: temperature 80 celsius. The product is ClC1=NC=C(C=C1)CN1CSCC1 (2-Chloro-5-thiazolidin-3-ylmethyl-pyridine). Yield: 41.6%. RXN SMILES: [Cl:1][C:2]1[CH:7]=[CH:6][C:5]([CH2:8]Cl)=[CH:4][N:3]=1.[S:10]1[CH2:14][CH2:13][NH:12][CH2:11]1.C(=O)([O-])[O-].[K+].[K+]>C(#N)C>[Cl:1][C:2]1[CH:7]=[CH:6][C:5]([CH2:8][N:12]2[CH2:13][CH2:14][S:10][CH2:11]2)=[CH:4][N:3]=1 |f:2.3.4|. Procedure details: To a solution of 2-chloro-5-(chloromethyl)pyridine (500 mg, 3.08 mmole) in 4 mL of dry acetonitrile is added 0.42 mL (6.17 mmol) of thiazolidine followed by 852 mg (6.17 mmol) of potassium carbonate. The reaction is heated at 80° C. for 20 h. After cooling, the reaction mixture is quenched with 5 mL of water, extracted three-times with methylene chloride, and dried over sodium sulfate. Concentration of the solvent provided an oil which was purified by silica gel chromatography to provide 275 mg ... The reactants are C(C1=CC=CC=C1)N1CC(C(CC1)C)N(C=1C2=C(N=CN1)NC=C2)C ((1-Benzyl-4-methyl-piperidin-3-yl)-methyl-(7H-pyrrolo[2,3-d]pyrimidin-4-yl)-amine). Reagents/catalysts: [OH-].[OH-].[Pd+2] (palladium hydroxide on carbon). Solvent: C(C)O (ethanol). Conditions: time 2 day. The product is CN(C=1C2=C(N=CN1)NC=C2)C2CNCCC2C (Methyl-(4-methyl-piperidin-3-yl)-(7H-pyrrolo[2,3-d]pyrimidin-4-yl)-amine). Yield: 89.3%. RXN SMILES: C([N:8]1[CH2:13][CH2:12][CH:11]([CH3:14])[CH:10]([N:15]([CH3:25])[C:16]2[C:17]3[CH:24]=[CH:23][NH:22][C:18]=3[N:19]=[CH:20][N:21]=2)[CH2:9]1)C1C=CC=CC=1>C(O)C.[OH-].[OH-].[Pd+2]>[CH3:25][N:15]([CH:10]1[CH:11]([CH3:14])[CH2:12][CH2:13][NH:8][CH2:9]1)[C:16]1[C:17]2[CH:24]=[CH:23][NH:22][C:18]=2[N:19]=[CH:20][N:21]=1 |f:2.3.4|. Procedure details: To the product from Method G (0.7 grams, 2.19 mmol) dissolved in 15 mL of ethanol was added 0.5 grams of 20% palladium hydroxide on carbon (50% water) (Aldrich) and the resulting mixture agitated (Parr-Shaker) under an atmosphere of hydrogen (50 psi) at room temperature for 2 days. The Celite filtered reaction mixture was concentrated to dryness in vacuo and the residue purified by flash chromatography (silica; 5% methanol in dichoromethane) affording 0.48 grams (90%) of the title compound. LRMS... Reactants: CS(C)=O, Clc1cnc(Cl)c(Cl)c1, Cl, [K+], [OH-], O, Oc1ccc(O)cc1. The product is Oc1ccc(Oc2ncc(Cl)cc2Cl)cc1. Reaction SMILES: [CH3:22][S:23]([CH3:24])=[O:25].[Cl:1][c:2]1[n:3][cH:4][c:5]([Cl:9])[cH:6][c:7]1[Cl:8].[ClH:20].[K+:19].[OH-:18].[OH2:21].[OH:10][c:11]1[cH:12][cH:13][c:14]([OH:15])[cH:16][cH:17]1>>[c:2]1([O:10][c:11]2[cH:12][cH:13][c:14]([OH:15])[cH:16][cH:17]2)[n:3][cH:4][c:5]([Cl:9])[cH:6][c:7]1[Cl:8].